Dataset: the Open Reaction Database (ORD), a public repository of structured organic reaction records. Task: describe an organic reaction: reactants, conditions, products, and yield Starting materials: COCCOC1=C(C=CC=C1)S(=O)(=O)N(C([O-])=O)C1=CC=CC=C1 (N-(2-methoxyethoxy-phenylsulfonyl)phenylcarbamate), NC1=NC(=CC(=N1)OC)C (2-amino-4-methoxy-6-methyl-pyrimidine). Solvent: O1CCOCC1 (dioxane). Run at temperature 20 celsius. The product is COCCOC1=C(C=CC=C1)S(=O)(=O)NC(=O)NC1=NC(=CC(=N1)OC)C (N-(2-methoxyethoxy-phenylsulfonyl)N'-(4-methoxy-6-methyl-pyrimidin-2-yl)urea). Yield: 80.0%. Reaction SMILES: [CH3:1][O:2][CH2:3][CH2:4][O:5][C:6]1[CH:11]=[CH:10][CH:9]=[CH:8][C:7]=1[S:12]([N:15](C1C=CC=CC=1)[C:16](=[O:18])[O-])(=[O:14])=[O:13].[NH2:25][C:26]1[N:31]=[C:30]([O:32][CH3:33])[CH:29]=[C:28]([CH3:34])[N:27]=1>O1CCOCC1>[CH3:1][O:2][CH2:3][CH2:4][O:5][C:6]1[CH:11]=[CH:10][CH:9]=[CH:8][C:7]=1[S:12]([NH:15][C:16]([NH:25][C:26]1[N:31]=[C:30]([O:32][CH3:33])[CH:29]=[C:28]([CH3:34])[N:27]=1)=[O:18])(=[O:13])=[O:14]. Procedure details: 4.6 g of N-(2-methoxyethoxy-phenylsulfonyl)phenylcarbamate and 1.8 g of 2-amino-4-methoxy-6-methyl-pyrimidine are refluxed in 40 ml of dioxane for 4 hours. The reaction mixture is cooled to a temperature of 20° C., filtrated and evaporated to dryness. The residue is crystallised from a dioxane/ether mixture (1:10) yielding 4.1 g of N-(2-methoxyethoxy-phenylsulfonyl)N'-(4-methoxy-6-methyl-pyrimidin-2-yl)urea with a melting point of 160°-162° C. Reactants: CCn1nc(OC)c(C2CCN(C(=O)OC(C)(C)C)CC2)c1C, C1CCNCC1. The product is CCn1nc(OC)c(C2CCNCC2)c1C. As a reaction SMILES: [C:1]([O:2][C:3](=[O:4])[N:8]1[CH2:9][CH2:10][CH:11]([c:14]2[c:15]([O:22][CH3:23])[n:16][n:17]([CH2:20][CH3:21])[c:18]2[CH3:19])[CH2:12][CH2:13]1)([CH3:5])([CH3:6])[CH3:7].[CH2:24]1[CH2:25][CH2:26][NH:27][CH2:28][CH2:29]1>>[NH:8]1[CH2:9][CH2:10][CH:11]([c:14]2[c:15]([O:22][CH3:23])[n:16][n:17]([CH2:20][CH3:21])[c:18]2[CH3:19])[CH2:12][CH2:13]1. Starting materials: FC1=C(C(=CC(=C1F)C)I)NC(=O)NC1CCN(CC1)C(=O)OC(C)(C)C (1,1-dimethylethyl 4-({[(2,3-difluoro-6-iodo-4-methylphenyl)amino]carbonyl}amino)-1-piperidine-carboxylate), FC1=C(C(=CC(=C1F)C)I)NC(=O)NC1CCN(CC1)C(=O)OC(C)(C)C (1,1-dimethylethyl 4-({[(2,3-difluoro-6-iodo-4-methylphenyl)amino]carbonyl}amino)-1-piperidine-carboxylate). The reagents and catalysts are C=1C=CC(=CC1)/C=C/C(=O)/C=C/C2=CC=CC=C2.C=1C=CC(=CC1)/C=C/C(=O)/C=C/C2=CC=CC=C2.C=1C=CC(=CC1)/C=C/C(=O)/C=C/C2=CC=CC=C2.[Pd].[Pd] (Pd2 dba3), C1(=CC=CC=C1)P([C-]1C=CC=C1)C1=CC=CC=C1.[C-]1(C=CC=C1)P(C1=CC=CC=C1)C1=CC=CC=C1.[Fe+2] (1,1′-bis(diphenylphosphino)ferrocene). The solvent is O1CCOCC1 (1,4-dioxane), O1CCOCC1 (dioxan). Run at time 10 minute. Product: FC1=C(C(=CC=2N(C(NC21)=O)C2CCN(CC2)C(=O)OC(C)(C)C)C)F (1,1-Dimethylethyl 4-(4,5-difluoro-6-methyl-2-oxo-2,3-dihydro-1H-benzimidazol-1-yl)-1-piperidinecarboxylate). RXN SMILES: [F:1][C:2]1[C:7]([F:8])=[C:6]([CH3:9])[CH:5]=[C:4](I)[C:3]=1[NH:11][C:12]([NH:14][CH:15]1[CH2:20][CH2:19][N:18]([C:21]([O:23][C:24]([CH3:27])([CH3:26])[CH3:25])=[O:22])[CH2:17][CH2:16]1)=[O:13]>O1CCOCC1.C1C=CC(/C=C/C(/C=C/C2C=CC=CC=2)=O)=CC=1.C1C=CC(/C=C/C(/C=C/C2C=CC=CC=2)=O)=CC=1.C1C=CC(/C=C/C(/C=C/C2C=CC=CC=2)=O)=CC=1.[Pd].[Pd].C1(P(C2C=CC=CC=2)[C-]2C=CC=C2)C=CC=CC=1.[C-]1(P(C2C=CC=CC=2)C2C=CC=CC=2)C=CC=C1.[Fe+2]>[F:1][C:2]1[C:3]2[NH:11][C:12](=[O:13])[N:14]([CH:15]3[CH2:20][CH2:19][N:18]([C:21]([O:23][C:24]([CH3:27])([CH3:26])[CH3:25])=[O:22])[CH2:17][CH2:16]3)[C:4]=2[CH:5]=[C:6]([CH3:9])[C:7]=1[F:8] |f:2.3.4.5.6,7.8.9|. Procedure: 1,1-dimethylethyl 4-({[(2,3-difluoro-6-iodo-4-methylphenyl)amino]carbonyl}amino)-1-piperidine-carboxylate D21 was dissolved in 1 ml dioxan. Under an argon atmosphere, a mixture of 1,4-dioxane (3 ml), Pd2 dba3 (35 mg, 0.4 mmol), NatBuO (120 mg, 1.20 mmol), and 1,1′-bis(diphenylphosphino)ferrocene (21 mg, 0.4 mmol) was stirred for 10 minutes at room temperature and then 1,1-dimethylethyl 4-({[(2,3-difluoro-6-iodo-4-methylphenyl)amino]carbonyl}amino)-1-piperidine-carboxylate D21 (300 mg) was added ...